This data is from the Open Reaction Database (ORD), a public repository of structured organic reaction records. The task is: describe an organic reaction: reactants, conditions, products, and yield Reactants: C=1(C(=CC=CC1)S(=O)(=O)N(C1=CC=C(C=C1)C)CC(=O)O)C ([(toluene-2-sulfonyl)-p-tolyl-amino]-acetic acid), C(C)NCC=1SC=CN1 (ethyl-thiazol-2-ylmethyl-amine). Yields the product C(C)N(C(CN(C1=CC=C(C=C1)C)S(=O)(=O)C=1C(=CC=CC1)C)=O)CC=1SC=CN1 (N-Ethyl-N-thiazol-2-ylmethyl-2-[(toluene-2-sulfonyl)-p-tolyl-amino]-acetamide). Reaction SMILES: [C:1]1([CH3:22])[C:2]([S:7]([N:10]([CH2:18][C:19](O)=[O:20])[C:11]2[CH:16]=[CH:15][C:14]([CH3:17])=[CH:13][CH:12]=2)(=[O:9])=[O:8])=[CH:3][CH:4]=[CH:5][CH:6]=1.[CH2:23]([NH:25][CH2:26][C:27]1[S:28][CH:29]=[CH:30][N:31]=1)[CH3:24]>>[CH2:23]([N:25]([CH2:26][C:27]1[S:28][CH:29]=[CH:30][N:31]=1)[C:19](=[O:20])[CH2:18][N:10]([S:7]([C:2]1[C:1]([CH3:22])=[CH:6][CH:5]=[CH:4][CH:3]=1)(=[O:8])=[O:9])[C:11]1[CH:12]=[CH:13][C:14]([CH3:17])=[CH:15][CH:16]=1)[CH3:24]. Reported procedure: prepared by reaction of [(toluene-2-sulfonyl)-p-tolyl-amino]-acetic acid with ethyl-thiazol-2-ylmethyl-amine Procedure: A solution of 3'-bromopropiophenone (25 g) and triethylsilane (57 ml) in trifluoroacetic acid (50ml) was heated at reflux for 16 hours. The reaction mixture was evaporated under reduced pressure and the residue was purified by chromatography eluting with isohexane. Yield 25.14 g. The subtitle compound was contaminated with 17 mole % of 3-(1-propenyl)bromobenzene. Used directly in the next step. 1H NMR: δ(CDCl3) 7.32(m,2H), 7.10(m,2H), 2.55(t,2H), 1.61(m,2H), 0.90(t3H). Run in FC(C(=O)O)(F)F (trifluoroacetic acid). As a reaction SMILES: [Br:1][C:2]1[CH:3]=[C:4]([C:8](=O)[CH2:9][CH3:10])[CH:5]=[CH:6][CH:7]=1.C([SiH](CC)CC)C>FC(F)(F)C(O)=O>[Br:1][C:2]1[CH:7]=[CH:6][CH:5]=[C:4]([CH2:8][CH2:9][CH3:10])[CH:3]=1. Product: BrC1=CC(=CC=C1)CCC (1-Bromo-3-propylbenzene). Reactants: BrC=1C=C(C=CC1)C(CC)=O (3'-bromopropiophenone), C(C)[SiH](CC)CC (triethylsilane). The reactants are O=[N+]([O-])c1cccc(F)c1Br, C1CCOC1, CCOC(C)=O, NC1CC1. Product: O=[N+]([O-])c1cccc(F)c1NC1CC1. Reaction SMILES: [Br:1][c:2]1[c:3]([F:11])[cH:4][cH:5][cH:6][c:7]1[N+:8](=[O:9])[O-:10].[CH2:16]1[O:17][CH2:18][CH2:19][CH2:20]1.[CH3:21][CH2:22][O:23][C:24]([CH3:25])=[O:26].[CH:12]1([NH2:15])[CH2:13][CH2:14]1>>[c:2]1([NH:15][CH:12]2[CH2:13][CH2:14]2)[c:3]([F:11])[cH:4][cH:5][cH:6][c:7]1[N+:8](=[O:9])[O-:10]. Starting materials: C(C1=CC=CC=C1)OC1=C(OC=CC1=O)C (Benzyloxy-2-methyl-4-pyrone), NCCC(=O)O (beta-alanine), [OH-].[Na+] (NaOH). Run in O.C(C)O (water ethanol). Product: C(C1=CC=CC=C1)OC1=C(N(C=CC1=O)CCC(=O)O)C (3-benzyloxy-1-(2'-carboxyethyl)-2-methylpyrid-4-one). Yield: 70.0%. Reaction SMILES: [CH2:1]([O:8][C:9]1[C:14](=[O:15])[CH:13]=[CH:12]O[C:10]=1[CH3:16])[C:2]1[CH:7]=[CH:6][CH:5]=[CH:4][CH:3]=1.[NH2:17][CH2:18][CH2:19][C:20]([OH:22])=[O:21].[OH-].[Na+]>O.C(O)C>[CH2:1]([O:8][C:9]1[C:14](=[O:15])[CH:13]=[CH:12][N:17]([CH2:18][CH2:19][C:20]([OH:22])=[O:21])[C:10]=1[CH3:16])[C:2]1[CH:3]=[CH:4][CH:5]=[CH:6][CH:7]=1 |f:2.3,4.5|. Procedure details: Benzyloxy-2-methyl-4-pyrone, prepared as described under Example 10, (20 g) and beta-alanine (9 g) dissolved in 3:2 v/v water/ethanol (500 ml) containing NaOH (10 g) to provide a solution with a pH of at least 13. The solution is refluxed for 15 minutes whereupon it turns from a light orange to an intense red colour. The solution is acidified to pH 7.0 and the ethanol is removed by rotary evaporation. The resulting aqueous solution is washed twice with ethylacetate (100 ml). This solution is the... Product: O=C(O)c1c[nH]c2oc3ccccc3c(=O)c2c1=O. Reaction SMILES: [ClH:22].[O:1]=[c:2]1[c:3]2[c:4]([nH:5][cH:6][c:7]1[C:8](=[O:9])[O:10][CH2:11][CH3:12])[o:13][c:14]1[c:15]([c:16]2=[O:17])[cH:18][cH:19][cH:20][cH:21]1>>[O:1]=[c:2]1[c:3]2[c:4]([nH:5][cH:6][c:7]1[C:8](=[O:9])[OH:10])[o:13][c:14]1[c:15]([c:16]2=[O:17])[cH:18][cH:19][cH:20][cH:21]1. The reactants are Cl, CCOC(=O)c1c[nH]c2oc3ccccc3c(=O)c2c1=O. Starting materials: ClC(=C)Cl (1,1-dichloroethylene), O (water), ClCCCCC(=O)Cl (5-Chlorovaleroyl chloride), [Cl-].[Al+3].[Cl-].[Cl-] (aluminium chloride). Solvent: C(Cl)Cl (methylene chloride), C(Cl)Cl (methylene chloride). Conditions: time 1 hour. Product: ClC(=CC(CCCCCl)=O)Cl (1,1,7-Trichloro-1-hepten-3-one). Reaction SMILES: [Cl:1][CH2:2][CH2:3][CH2:4][CH2:5][C:6](Cl)=[O:7].[Cl-].[Al+3].[Cl-].[Cl-].[Cl:13][C:14]([Cl:16])=[CH2:15].O>C(Cl)Cl>[Cl:13][C:14]([Cl:16])=[CH:15][C:6](=[O:7])[CH2:5][CH2:4][CH2:3][CH2:2][Cl:1] |f:1.2.3.4|. Reported procedure: 100 g (0.62 mol) 5-Chlorovaleroyl chloride was added dropwise to 78.53 g (0.589 mmol) aluminium chloride in 150 ml methylene chloride at room temperature. After stirring for 1 hour, 45 ml (0.558 mol) 1,1-dichloroethylene in 25 ml methylene chloride was added dropwise. Under ice-cooling 100 ml water was added dropwise and solid material suction filtered on Celite. The filtrate was washed with water and the organic phase dried and concentrated. The residue was distilled in a rotary evaporator.